This data is from the Open Reaction Database (ORD), a public repository of structured organic reaction records. The task is: describe an organic reaction: reactants, conditions, products, and yield The reactants are O=C([O-])[O-], CC1(C)c2cccc(P(c3ccccc3)c3ccccc3)c2Oc2c(P(c3ccccc3)c3ccccc3)cccc21, Clc1cc(I)c(Cl)cn1, [Cs+], [Cs+], CN1CCOc2cccc(N)c2C1=O, CC(=O)[O-], CC(=O)[O-], C1COCCO1, [Pd+2]. The product is CN1CCOc2cccc(Nc3cc(Cl)ncc3Cl)c2C1=O. As a reaction SMILES: [C:66](=[O:67])([O-:68])[O-:69].[CH3:24][C:25]1([CH3:26])[c:27]2[cH:28][cH:29][cH:30][c:31]([P:32]([c:33]3[cH:34][cH:35][cH:36][cH:37][cH:38]3)[c:39]3[cH:40][cH:41][cH:42][cH:43][cH:44]3)[c:45]2[O:46][c:47]2[c:48]1[cH:49][cH:50][cH:51][c:52]2[P:53]([c:54]1[cH:55][cH:56][cH:57][cH:58][cH:59]1)[c:60]1[cH:61][cH:62][cH:63][cH:64][cH:65]1.[Cl:1][c:2]1[n:3][cH:4][c:5]([Cl:9])[c:6]([I:8])[cH:7]1.[Cs+:70].[Cs+:71].[NH2:10][c:11]1[cH:12][cH:13][cH:14][c:15]2[c:16]1[C:17](=[O:23])[N:18]([CH3:22])[CH2:19][CH2:20][O:21]2.[O-:79][C:80]([CH3:81])=[O:82].[O-:83][C:84]([CH3:85])=[O:86].[O:72]1[CH2:73][CH2:74][O:75][CH2:76][CH2:77]1.[Pd+2:78]>>[Cl:1][c:2]1[n:3][cH:4][c:5]([Cl:9])[c:6]([NH:10][c:11]2[cH:12][cH:13][cH:14][c:15]3[c:16]2[C:17](=[O:23])[N:18]([CH3:22])[CH2:19][CH2:20][O:21]3)[cH:7]1. The reactants are BrB(Br)Br, O=C(OCc1ccccc1)N1CCn2c(nnc2-c2nc3ccccc3s2)C1, ClCCl, NNC(=O)c1nc2ccccc2s1. Product: c1ccc2sc(-c3nnc4n3CCNC4)nc2c1. As a reaction SMILES: [B:42]([Br:43])([Br:44])[Br:45].[CH2:1]([O:2][C:3](=[O:4])[N:11]1[CH2:12][c:13]2[n:14]([c:17](-[c:20]3[s:21][c:22]4[c:23]([n:24]3)[cH:25][cH:26][cH:27][cH:28]4)[n:18][n:19]2)[CH2:15][CH2:16]1)[c:5]1[cH:6][cH:7][cH:8][cH:9][cH:10]1.[Cl:46][CH2:47][Cl:48].[s:29]1[c:30]2[cH:31][cH:32][cH:33][cH:34][c:35]2[n:36][c:37]1[C:38]([NH:39][NH2:40])=[O:41]>>[NH:11]1[CH2:12][c:13]2[n:14]([c:17](-[c:20]3[s:21][c:22]4[c:23]([n:24]3)[cH:25][cH:26][cH:27][cH:28]4)[n:18][n:19]2)[CH2:15][CH2:16]1. Starting materials: 3-(4-chlorophenyl)-1,4-dihydro-4-oxo-5-(2-phenethylamino)-1,6-naphthyridine, C(C1=CC=CC=C1)Cl (benzyl chloride), ClC1=CC=C(C=C1)C1=CNC2=CC=NC(=C2C1=O)NCC1=CC=CC=C1 (3-(4-chlorophenyl)-1,4-dihydro-4-oxo-5-benzylamino-1,6-naphthyridine), IC (iodomethane). The product is ClC1=CC=C(C=C1)C1=CN(C2=CC=NC(=C2C1=O)NCC1=CC=CC=C1)CC1=CC=CC=C1 (3-(4-Chlorophenyl)-1,4-dihydro-1-benzyl-4-oxo-5-benzylamino-1,6-naphthyridine). Procedure: The title compound was prepared as described in Example 2 above except that 3-(4-chlorophenyl)-1,4-dihydro-4-oxo-5-(2-phenethylamino)-1,6-naphthyridine was replaced with 3-(4-chlorophenyl)-1,4-dihydro-4-oxo-5-benzylamino-1,6-naphthyridine and iodomethane was replaced with benzyl chloride. MS 462 (M+1)+. Reaction SMILES: [Cl:1][C:2]1[CH:7]=[CH:6][C:5]([C:8]2[C:17](=[O:18])[C:16]3[C:11](=[CH:12][CH:13]=[N:14][C:15]=3[NH:19][CH2:20][C:21]3[CH:26]=[CH:25][CH:24]=[CH:23][CH:22]=3)[NH:10][CH:9]=2)=[CH:4][CH:3]=1.IC.[CH2:29](Cl)[C:30]1[CH:35]=[CH:34][CH:33]=[CH:32][CH:31]=1>>[Cl:1][C:2]1[CH:3]=[CH:4][C:5]([C:8]2[C:17](=[O:18])[C:16]3[C:11](=[CH:12][CH:13]=[N:14][C:15]=3[NH:19][CH2:20][C:21]3[CH:22]=[CH:23][CH:24]=[CH:25][CH:26]=3)[N:10]([CH2:29][C:30]3[CH:35]=[CH:34][CH:33]=[CH:32][CH:31]=3)[CH:9]=2)=[CH:6][CH:7]=1.